This data is from the Open Reaction Database (ORD), a public repository of structured organic reaction records. The task is: describe an organic reaction: reactants, conditions, products, and yield The reactants are CC=1C=CC2=C(C(C(=CO2)C#N)=O)C1 (6-methyl-4-oxo-4H-1-benzopyran-3-carbonitrile), 100, C(C)(=O)OC(C)=O (acetic anhydride), S(O)(O)(=O)=O (sulfuric acid), C(C)(=O)O (acetic acid), ice water. The reagents and catalysts are [O-2].[O-2].[O-2].[Cr+6] (chromium trioxide). As a reaction SMILES: [CH3:1][C:2]1[CH:3]=[CH:4][C:5]2[O:10][CH:9]=[C:8]([C:11]#[N:12])[C:7](=[O:13])[C:6]=2[CH:14]=1.C([O:18][C:19](=[O:21])[CH3:20])(=O)C.S(=O)(=O)(O)O.[C:27]([OH:30])(=[O:29])[CH3:28]>[O-2].[O-2].[O-2].[Cr+6]>[C:27]([O:30][CH:1]([O:18][C:19](=[O:21])[CH3:20])[C:2]1[CH:3]=[CH:4][C:5]2[O:10][CH:9]=[C:8]([C:11]#[N:12])[C:7](=[O:13])[C:6]=2[CH:14]=1)(=[O:29])[CH3:28] |f:4.5.6.7|. Procedure: To a solution of 9.25 parts of 6-methyl-4-oxo-4H-1-benzopyran-3-carbonitrile in a mixture of 100 parts by volume of acetic acid, 100 parts by volume of acetic anhydride and 10 parts by volume of 97% sulfuric acid kept at 5°-10° C, there was added 15.5 parts of chromium trioxide over a period of 4 hours under stirring. The reaction mixture was poured into 1500 parts by volume of ice-water to give precipitates, which were collected by filtration, washed with water and recrystallized from ethanol. ... The product is C(C)(=O)OC(C=1C=CC2=C(C(C(=CO2)C#N)=O)C1)OC(C)=O (6-diacetoxymethyl-4-oxo-4H-1-benzopyran-3-carbonitrile). Starting materials: CCOP(=O)(Cl)CCCCc1ccccc1, NC1CCCCN(CC(=O)O)C1=O. The product is CCOP(=O)(CCCCc1ccccc1)NC1CCCCN(CC(=O)O)C1=O. As a reaction SMILES: [CH2:1]([CH3:2])[O:3][P:4](=[O:5])([CH2:6][CH2:7][CH2:8][CH2:9][c:10]1[cH:11][cH:12][cH:13][cH:14][cH:15]1)[Cl:16].[NH2:17][CH:18]1[C:19](=[O:29])[N:20]([CH2:25][C:26](=[O:27])[OH:28])[CH2:21][CH2:22][CH2:23][CH2:24]1>>[CH2:1]([CH3:2])[O:3][P:4](=[O:5])([CH2:6][CH2:7][CH2:8][CH2:9][c:10]1[cH:11][cH:12][cH:13][cH:14][cH:15]1)[NH:17][CH:18]1[C:19](=[O:29])[N:20]([CH2:25][C:26](=[O:27])[OH:28])[CH2:21][CH2:22][CH2:23][CH2:24]1. Reactants: CCOC(=O)Cc1ccncc1[N+](=O)[O-], CCO. Yields the product CCOC(=O)Cc1ccncc1N. RXN SMILES: [CH2:1]([CH3:2])[O:3][C:4]([CH2:5][c:6]1[c:7]([N+:12]([O-:13])=[O:14])[cH:8][n:9][cH:10][cH:11]1)=[O:15].[CH3:16][CH2:17][OH:18]>>[CH2:1]([CH3:2])[O:3][C:4]([CH2:5][c:6]1[c:7]([NH2:12])[cH:8][n:9][cH:10][cH:11]1)=[O:15]. Reactants: O=C1c2ccccc2C(=O)N1CCCCCBr, COC(=O)c1ccc(O)cc1, CC(C)=O, [K+], [K+], O=C([O-])[O-]. Product: COC(=O)c1ccc(OCCCCCN2C(=O)c3ccccc3C2=O)cc1. Reaction SMILES: [Br:12][CH2:13][CH2:14][CH2:15][CH2:16][CH2:17][N:18]1[C:19](=[O:28])[c:20]2[cH:21][cH:22][cH:23][cH:24][c:25]2[C:26]1=[O:27].[CH3:1][O:2][C:3]([c:4]1[cH:5][cH:6][c:7]([OH:10])[cH:8][cH:9]1)=[O:11].[CH3:35][C:36](=[O:37])[CH3:38].[K+:29].[K+:30].[O-:31][C:32]([O-:33])=[O:34]>>[CH3:1][O:2][C:3]([c:4]1[cH:5][cH:6][c:7]([O:10][CH2:13][CH2:14][CH2:15][CH2:16][CH2:17][N:18]2[C:19](=[O:28])[c:20]3[cH:21][cH:22][cH:23][cH:24][c:25]3[C:26]2=[O:27])[cH:8][cH:9]1)=[O:11]. The reactants are C, CO, COCCOCOc1cc(CC2CN(C(=O)OCc3ccccc3)CCN2C(=O)c2cc(C(F)(F)F)cc(C(F)(F)F)c2)ccc1C, [Pd]. Product: COCCOCOc1cc(CC2CNCCN2C(=O)c2cc(C(F)(F)F)cc(C(F)(F)F)c2)ccc1C. Reaction SMILES: [C:50].[CH3:48][OH:49].[F:1][C:2]([c:3]1[cH:4][c:5]([C:6](=[O:7])[N:8]2[CH:9]([CH2:24][c:25]3[cH:26][c:27]([O:32][CH2:33][O:34][CH2:35][CH2:36][O:37][CH3:38])[c:28]([CH3:31])[cH:29][cH:30]3)[CH2:10][N:11]([C:14]([O:15][CH2:16][c:17]3[cH:18][cH:19][cH:20][cH:21][cH:22]3)=[O:23])[CH2:12][CH2:13]2)[cH:39][c:40]([C:42]([F:43])([F:44])[F:45])[cH:41]1)([F:46])[F:47].[Pd:51]>>[F:1][C:2]([c:3]1[cH:4][c:5]([C:6](=[O:7])[N:8]2[CH:9]([CH2:24][c:25]3[cH:26][c:27]([O:32][CH2:33][O:34][CH2:35][CH2:36][O:37][CH3:38])[c:28]([CH3:31])[cH:29][cH:30]3)[CH2:10][NH:11][CH2:12][CH2:13]2)[cH:39][c:40]([C:42]([F:43])([F:44])[F:45])[cH:41]1)([F:46])[F:47].